Task: describe an organic reaction: reactants, conditions, products, and yield. Dataset: the Open Reaction Database (ORD), a public repository of structured organic reaction records The reactants are CC(=O)OC1CSC(Oc2cncc(Br)c2)C(OC(C)=O)C1OC(C)=O, COc1ccc(B(O)O)cn1. Yields the product COc1ccc(-c2cncc(OC3SCC(OC(C)=O)C(OC(C)=O)C3OC(C)=O)c2)cn1. RXN SMILES: [C:1]([CH3:2])(=[O:3])[O:4][CH:5]1[CH:6]([O:7][c:8]2[cH:9][n:10][cH:11][c:12]([Br:14])[cH:13]2)[S:15][CH2:16][CH:17]([O:23][C:24]([CH3:25])=[O:26])[CH:18]1[O:19][C:20]([CH3:21])=[O:22].[CH3:27][O:28][c:29]1[cH:30][cH:31][c:32]([B:35]([OH:36])[OH:37])[cH:33][n:34]1>>[C:1]([CH3:2])(=[O:3])[O:4][CH:5]1[CH:6]([O:7][c:8]2[cH:9][n:10][cH:11][c:12](-[c:32]3[cH:31][cH:30][c:29]([O:28][CH3:27])[n:34][cH:33]3)[cH:13]2)[S:15][CH2:16][CH:17]([O:23][C:24]([CH3:25])=[O:26])[CH:18]1[O:19][C:20]([CH3:21])=[O:22]. Reactants: benzotriazol-1-yloxytris(pyrrolidine)phosphonium hexafluorophosphate, O (water), FC=1C=C2C=C(N(C2=CC1)CC1=CC(=CC=C1)F)C(=O)O (5-fluoro-1-[(3-fluorophenyl)methyl]-1H-indole-2-carboxylic acid), Cl.NC1=CC=C2C=CC=NC2=C1 (7-aminoquinoline hydrochloride), C(C)(C)N(CC)C(C)C (diisopropylethylamine). The solvent is C(C)(=O)OCC (ethyl acetate), CN(C=O)C (dimethylformamide). Reaction conditions: temperature 60 celsius, time 5 minute. Yields the product N1=CC=CC2=CC=C(C=C12)NC(=O)C=1N(C2=CC=C(C=C2C1)F)CC1=CC(=CC=C1)F (N-(quinol-7-yl)-5-fluoro-1-[(3-fluorophenyl)methyl]-1H-indole-2-carboxamide). Isolated yield 36.1%. RXN SMILES: [F:1][C:2]1[CH:3]=[C:4]2[C:8](=[CH:9][CH:10]=1)[N:7]([CH2:11][C:12]1[CH:17]=[CH:16][CH:15]=[C:14]([F:18])[CH:13]=1)[C:6]([C:19](O)=[O:20])=[CH:5]2.Cl.[NH2:23][C:24]1[CH:33]=[C:32]2[C:27]([CH:28]=[CH:29][CH:30]=[N:31]2)=[CH:26][CH:25]=1.C(N(C(C)C)CC)(C)C.O>CN(C)C=O.C(OCC)(=O)C>[N:31]1[C:32]2[C:27](=[CH:26][CH:25]=[C:24]([NH:23][C:19]([C:6]3[N:7]([CH2:11][C:12]4[CH:17]=[CH:16][CH:15]=[C:14]([F:18])[CH:13]=4)[C:8]4[C:4]([CH:5]=3)=[CH:3][C:2]([F:1])=[CH:10][CH:9]=4)=[O:20])[CH:33]=2)[CH:28]=[CH:29][CH:30]=1 |f:1.2|. Reported procedure: 1 g (1.9 mmol) of benzotriazol-1-yloxytris(pyrrolidine)phosphonium hexafluorophosphate is added, with stirring and under nitrogen, to a suspension of 0.5 g (1.74 mmol) of 5-fluoro-1-[(3-fluorophenyl)methyl]-1H-indole-2-carboxylic acid, obtained in step 11.1, in 10 ml of dry dimethylformamide. After 5 minutes, 0.4 g (1.83 mmol) of 7-aminoquinoline hydrochloride (WO 2003/049702) and 0.9 g (7 mmol) of diisopropylethylamine are added. After stirring for 2 hours at room temperature and for 2 hours at... Solvent: C(C)(=O)O (acetic acid). The reactants are C(C(=O)C1=CC=CC=C1)C1C(C2=CC=CC=C2CC1)=O (2-phenacyl-1-tetralone), C(C=1C(N)=CC=CC1)(=O)O (anthranilic acid), solid. Procedure details: A mixture of 20.0 g. (0.076 mole) of 2-phenacyl-1-tetralone, 9.86 g. (0.072 mole) of anthranilic acid, and 70 ml. of glacial acetic acid was heated under reflux for 501/2 hours and concentrated to an oil, which crystallized from isopropyl alcohol to provide 10.7 g. (41%) of solid, m.p. 170°-185°. Recrystallization from ethanol-water, isopropyl alcohol, and cyclohexane-methanol gave 4.0 g. of yellow crystals, m.p. 223.5°-224.5°. The product is C(=O)(O)C1=C(C=CC=C1)N1C(=CC=2CCC3=C(C12)C=CC=C3)C3=CC=CC=C3 (1-(2-Carboxyphenyl)-4,5-dihydro-2-phenylbenz[g]indole). As a reaction SMILES: [CH2:1]([CH:10]1[CH2:19][CH2:18][C:17]2[C:12](=[CH:13][CH:14]=[CH:15][CH:16]=2)[C:11]1=O)[C:2]([C:4]1[CH:9]=[CH:8][CH:7]=[CH:6][CH:5]=1)=O.[C:21]([OH:30])(=[O:29])[C:22]1[C:23](=[CH:25][CH:26]=[CH:27][CH:28]=1)[NH2:24]>C(O)(=O)C>[C:21]([C:22]1[CH:28]=[CH:27][CH:26]=[CH:25][C:23]=1[N:24]1[C:11]2[C:12]3[CH:13]=[CH:14][CH:15]=[CH:16][C:17]=3[CH2:18][CH2:19][C:10]=2[CH:1]=[C:2]1[C:4]1[CH:9]=[CH:8][CH:7]=[CH:6][CH:5]=1)([OH:30])=[O:29]. Starting materials: ClCC(CCCl)O (1,4-dichloro-2-butanol), COC1=C(C=CC=C1)O (2-methoxyphenol), [OH-].[Na+] (sodium hydroxide), O (water). The solvent is C(C)(C)O (isopropanol). Yields the product ClCCC(COC1=C(C=CC=C1)OC)O (4-Chloro-1-(2-methoxyphenoxy)-2-butanol). RXN SMILES: [CH3:1][O:2][C:3]1[CH:8]=[CH:7][CH:6]=[CH:5][C:4]=1[OH:9].[OH-].[Na+].O.Cl[CH2:14][CH:15]([OH:19])[CH2:16][CH2:17][Cl:18]>C(O)(C)C>[Cl:18][CH2:17][CH2:16][CH:15]([OH:19])[CH2:14][O:9][C:4]1[CH:5]=[CH:6][CH:7]=[CH:8][C:3]=1[O:2][CH3:1] |f:1.2|. Procedure: To a mixture of 2 moles (248.26 g.) of 2-methoxyphenol, 4 moles (160 g.) of sodium hydroxide, 250 ml. of water and 1 liter of isopropanol was added with stirring 2.2 moles (314.64 g.) of 1,4-dichloro-2-butanol. The mixture was refluxed gently overnight. The reaction mixture was extracted with 1 liter of isopropyl ether, dried over sodium sulfate and distilled under reduced pressure. The distillate which was collected at 136°-138° C./0.015 mm. (396.8 g.) solidified to a white crystalline solid wh...